From a dataset of the Open Reaction Database (ORD), a public repository of structured organic reaction records. describe an organic reaction: reactants, conditions, products, and yield As a reaction SMILES: [C:18]([CH3:19])([CH3:20])([CH3:21])[O:22][C:23](=[O:24])[NH:25][CH2:26][C:27](=[O:28])[OH:29].[CH2:31]([C:32]([CH3:33])([N:34]=[C:35]=[N:36][CH3:37])[CH2:38][CH3:39])[CH3:40].[CH3:51][N:52]1[CH2:53][CH2:54][O:55][CH2:56][CH2:57]1.[ClH:30].[N:1]1([CH2:6][CH2:7][n:8]2[n:9][cH:10][c:11]3[c:12]([NH2:17])[cH:13][cH:14][cH:15][c:16]23)[CH2:2][CH2:3][CH2:4][CH2:5]1.[O:58]=[CH:59][N:60]([CH3:61])[CH3:62].[OH:41][n:42]1[c:43]2[cH:44][cH:45][cH:46][cH:47][c:48]2[n:49][n:50]1>>[N:1]1([CH2:6][CH2:7][n:8]2[n:9][cH:10][c:11]3[c:12]([NH:17][C:27]([CH2:26][NH:25][C:23]([O:22][C:18]([CH3:19])([CH3:20])[CH3:21])=[O:24])=[O:28])[cH:13][cH:14][cH:15][c:16]23)[CH2:2][CH2:3][CH2:4][CH2:5]1. The reactants are CC(C)(C)OC(=O)NCC(=O)O, CCC(C)(CC)N=C=NC, CN1CCOCC1, Cl, Nc1cccc2c1cnn2CCN1CCCC1, CN(C)C=O, On1nnc2ccccc21. Yields the product CC(C)(C)OC(=O)NCC(=O)Nc1cccc2c1cnn2CCN1CCCC1. The reactants are CCO, CC(C)(C)OC(=O)N1CCC(NC(=O)OCc2ccccc2)(C(N)=O)CC1. Product: CC(C)(C)OC(=O)N1CCC(N)(C(N)=O)CC1. As a reaction SMILES: [CH3:28][CH2:29][OH:30].[NH2:1][C:2](=[O:3])[C:4]1([NH:17][C:18]([O:19][CH2:20][c:21]2[cH:22][cH:23][cH:24][cH:25][cH:26]2)=[O:27])[CH2:5][CH2:6][N:7]([C:10](=[O:11])[O:12][C:13]([CH3:14])([CH3:15])[CH3:16])[CH2:8][CH2:9]1>>[NH2:1][C:2](=[O:3])[C:4]1([NH2:17])[CH2:5][CH2:6][N:7]([C:10](=[O:11])[O:12][C:13]([CH3:14])([CH3:15])[CH3:16])[CH2:8][CH2:9]1.